From a dataset of the Open Reaction Database (ORD), a public repository of structured organic reaction records. describe an organic reaction: reactants, conditions, products, and yield The reactants are NC1=NC=CC=C1O (2-amino-3-pyridinol), N/C(/C(=O)OC)=C\C (methyl 2-aminocrotonate). Product: OC1=CC=CN2C1=NC(=CC2=O)C (9-Hydroxy-2-methyl-4H-pyrido[ 1,2-a] pyrimidin-4-one). Yield: 79.6%. As a reaction SMILES: [NH2:1][C:2]1[C:7]([OH:8])=[CH:6][CH:5]=[CH:4][N:3]=1.N/[C:10](=[CH:15]\[CH3:16])/[C:11](OC)=[O:12]>>[OH:8][C:7]1[C:2]2=[N:1][C:15]([CH3:16])=[CH:10][C:11](=[O:12])[N:3]2[CH:4]=[CH:5][CH:6]=1. Procedure details: A mixture of 110.0 g of 2-amino-3-pyridinol and 130.0 g of methyl 2-aminocrotonate are heated at an internal temperature of 110°-115° for approximately 4 hours. The solid product is sublimed in vacuo to give about 140.0 g of product, m.p. 144°-145°.